The task is: describe an organic reaction: reactants, conditions, products, and yield. This data is from the Open Reaction Database (ORD), a public repository of structured organic reaction records. Procedure: treating the isonitrosoacetanilide compound of step (1) with sulfuric acid, followed by ice and purification with ethanol to obtain an isatin compound of the formula ##STR42## RXN SMILES: [CH:1]1[CH:6]=[CH:5][C:4]([NH:7][C:8](/[CH:10]=N/O)=[O:9])=[CH:3][CH:2]=1.S(=O)(=O)(O)[OH:14]>>[NH:7]1[C:4]2[C:3](=[CH:2][CH:1]=[CH:6][CH:5]=2)[C:10](=[O:14])[C:8]1=[O:9]. The product is N1C(=O)C(=O)C2=CC=CC=C12 (isatin). Reactants: C1=CC=C(C=C1)NC(=O)/C=N/O (isonitrosoacetanilide), S(O)(O)(=O)=O (sulfuric acid). Starting materials: N#N (N2), C(C)(C)(C)OC(N(C=1N=C(OC1)CCCCC(C)=O)C(=O)C=1N=C(OC1C1=CC=CC=C1)CC)=O ((2-ethyl-5-phenyl-oxazole-4-carbonyl)-[2-(5-oxo-hexyl)-oxazol-4-yl]-carbamic acid tert-butyl ester), FC(C(=O)O)(F)F (trifluoroacetic acid). Run in C(Cl)Cl (CH2Cl2). Conditions: time 4 hour. Yields the product O=C(CCCCC=1OC=C(N1)NC(=O)C=1N=C(OC1C1=CC=CC=C1)CC)C (2-Ethyl-5-phenyl-oxazole-4-carboxylic acid [2-(5-oxo-hexyl)-oxazol-4-yl]-amide). As a reaction SMILES: N#N.C(OC(=O)[N:9]([C:22]([C:24]1[N:25]=[C:26]([CH2:35][CH3:36])[O:27][C:28]=1[C:29]1[CH:34]=[CH:33][CH:32]=[CH:31][CH:30]=1)=[O:23])[C:10]1[N:11]=[C:12]([CH2:15][CH2:16][CH2:17][CH2:18][C:19](=[O:21])[CH3:20])[O:13][CH:14]=1)(C)(C)C.FC(F)(F)C(O)=O>C(Cl)Cl>[O:21]=[C:19]([CH3:20])[CH2:18][CH2:17][CH2:16][CH2:15][C:12]1[O:13][CH:14]=[C:10]([NH:9][C:22]([C:24]2[N:25]=[C:26]([CH2:35][CH3:36])[O:27][C:28]=2[C:29]2[CH:34]=[CH:33][CH:32]=[CH:31][CH:30]=2)=[O:23])[N:11]=1. Reported procedure: In a flame dried round-bottomed flask equipped with a magnetic stir bar and under inert atmosphere (N2), a solution of (2-ethyl-5-phenyl-oxazole-4-carbonyl)-[2-(5-oxo-hexyl)-oxazol-4-yl]-carbamic acid tert-butyl ester (43 mg, 0.09 mmol) in dry CH2Cl2 (1.0 mL) was treated at 0° C. with trifluoroacetic acid (0.07 mL, 0.90 mmol). After stirring at rt for 4 h, the reaction mixture was quenched with sat. aq. NaHCO3, extracted with CH2Cl2 (3×10 mL) and the combined org. extracts were dried over Na2SO4... Reactants: NC(CO)(CO)CC (2-amino-2-ethyl-1,3-propanediol), C(CC)(=O)O (propionic acid), C(C(=C)C)(=O)O (methacrylic acid). Yields the product C(C)C=1OCC(N1)(COC(C(=C)C)=O)CC (2,4-Diethyl-4-methacryloyloxymethyl-2-oxazoline). As a reaction SMILES: [NH2:1][C:2]([CH2:7][CH3:8])([CH2:5][OH:6])[CH2:3][OH:4].[C:9](O)(=O)[CH2:10][CH3:11].[C:14]([OH:19])(=O)[C:15]([CH3:17])=[CH2:16]>>[CH2:10]([C:11]1[O:4][CH2:3][C:2]([CH2:7][CH3:8])([CH2:5][O:6][C:14](=[O:19])[C:15]([CH3:17])=[CH2:16])[N:1]=1)[CH3:9]. Reported procedure: 2,4-Diethyl-4-methacryloyloxymethyl-2-oxazoline is prepared from 2-amino-2-ethyl-1,3-propanediol, propionic acid and methacrylic acid. Starting materials: COc1ccccc1Oc1c(NS(=O)(=O)c2ccc(C(C)(C)C)cc2)nc(N2CCOCC2)nc1OCCC(=O)O, COc1ccccc1N. Product: COc1ccccc1NC(=O)CCOc1nc(N2CCOCC2)nc(NS(=O)(=O)c2ccc(C(C)(C)C)cc2)c1Oc1ccccc1OC. RXN SMILES: [C:1]([CH3:2])([CH3:3])([CH3:4])[c:5]1[cH:6][cH:7][c:8]([S:11](=[O:12])(=[O:13])[NH:14][c:15]2[c:16]([O:33][c:34]3[c:35]([O:40][CH3:41])[cH:36][cH:37][cH:38][cH:39]3)[c:17]([O:27][CH2:28][CH2:29][C:30](=[O:31])[OH:32])[n:18][c:19]([N:21]3[CH2:22][CH2:23][O:24][CH2:25][CH2:26]3)[n:20]2)[cH:9][cH:10]1.[CH3:42][O:43][c:44]1[c:45]([NH2:46])[cH:47][cH:48][cH:49][cH:50]1>>[C:1]([CH3:2])([CH3:3])([CH3:4])[c:5]1[cH:6][cH:7][c:8]([S:11](=[O:12])(=[O:13])[NH:14][c:15]2[c:16]([O:33][c:34]3[c:35]([O:40][CH3:41])[cH:36][cH:37][cH:38][cH:39]3)[c:17]([O:27][CH2:28][CH2:29][C:30](=[O:31])[NH:46][c:45]3[c:44]([O:43][CH3:42])[cH:50][cH:49][cH:48][cH:47]3)[n:18][c:19]([N:21]3[CH2:22][CH2:23][O:24][CH2:25][CH2:26]3)[n:20]2)[cH:9][cH:10]1. Reactants: ClC=1NC2=C(N1)C=CC=C2 (2-chlorobenzimidazole), FC1=CC=C(CCl)C=C1 (4-fluorobenzyl chloride). Solvent: O (water), [OH-].[Na+] (sodium hydroxide). Reaction conditions: temperature 82 celsius. Yields the product ClC1=NC2=C(N1CC1=CC=C(C=C1)F)C=CC=C2 (2-chloro 1-(4 fluorobenzyl) benzimidazole). Reaction SMILES: [Cl:1][C:2]1[NH:3][C:4]2[CH:10]=[CH:9][CH:8]=[CH:7][C:5]=2[N:6]=1.[F:11][C:12]1[CH:19]=[CH:18][C:15]([CH2:16]Cl)=[CH:14][CH:13]=1>O.[OH-].[Na+]>[Cl:1][C:2]1[N:6]([CH2:16][C:15]2[CH:18]=[CH:19][C:12]([F:11])=[CH:13][CH:14]=2)[C:5]2[CH:7]=[CH:8][CH:9]=[CH:10][C:4]=2[N:3]=1 |f:3.4|. Procedure details: 11 g 2-chlorobenzimidazole are dissolved in 74 ml water and 17.35 ml 30% sodium hydroxide. The mixture is heated to 82° C. and to this they are slowly added 23.76 g 4-fluorobenzyl chloride within 5 hours. When the reaction is achieved, the solution is cooled to 20° C. and extracted with methylene chloride. The compound is recrystallized from ethyl acetate. The reactants are OC(C(=O)O)CCSC (2-hydroxy-4-(methylthio)butanoic acid), CSCCC(C(=O)O)O (Alimet), C (charcoal), C(CCCCCCCCC)O (1-decanol), S(=O)(=O)(O)[O-].[Na+] (sodium hydrogen sulfate). The solvent is O (water), C1(=CC=CC=C1)C (toluene). Product: OC(C(=O)OCCCCCCCCCC)CCSC (decyl 2-hydroxy-4-(methylthio)butanoate). As a reaction SMILES: [OH:1][CH:2]([CH2:6][CH2:7][S:8][CH3:9])[C:3]([OH:5])=[O:4].C.[CH2:11](O)[CH2:12][CH2:13][CH2:14][CH2:15][CH2:16][CH2:17][CH2:18][CH2:19][CH3:20].S([O-])(O)(=O)=O.[Na+]>O.C1(C)C=CC=CC=1>[OH:1][CH:2]([CH2:6][CH2:7][S:8][CH3:9])[C:3]([O:5][CH2:11][CH2:12][CH2:13][CH2:14][CH2:15][CH2:16][CH2:17][CH2:18][CH2:19][CH3:20])=[O:4] |f:3.4|. Procedure: To a 4 neck 1 L round bottom flask fitted with a reflux condenser, dean stark trap, thermocouple, and mechanical overhead stirrer was added 2-hydroxy-4-(methylthio)butanoic acid (125 g, 832.2 mmol, obtained for example by stirring Alimet over activated charcoal, filtering and concentrating in a rotovap), 1-decanol (238 mL, 1248 mmol), sodium hydrogen sulfate (1.998 g, 16.64 mmol), and toluene (625 mL). The reaction was heated to reflux with removal of water (16 mL) during the course of about 6 h... Starting materials: S(=O)(=O)(O[O-])[O-].[K+].[K+] (Potassium peroxymonosulfate), FC(C=1C=C(C=C(C1)C(F)(F)F)[C@@H]1[C@@H](N(C(O1)=O)CC1=NC(=NC=C1C=1C(=NC=C(C1)C(C(F)(F)F)(C)O)OC)SC)C)(F)F ((4S,5R)-5-[3,5-bis(trifluoromethyl)phenyl]-3-{[5-{2-methoxy-5-[(2RS)-1,1,1-trifluoro-2-hydroxypropan-2-yl]pyridin-3-yl}-2-(methylthio)pyrimidin-4-yl]methyl}-4-methyl-1,3-oxazolidin-2-one), C(C)#N (acetonitrile). The solvent is O (water), C(C)(C)(C)OC (methyl t-butyl ether), O (water). Run at temperature 60 celsius, time 1 hour. Yields the product FC(C=1C=C(C=C(C1)C(F)(F)F)[C@@H]1[C@@H](N(C(O1)=O)CC1=NC(=NC=C1C=1C(=NC=C(C1)C(C(F)(F)F)(C)O)OC)S(=O)(=O)C)C)(F)F ((4S,5R)-5-[3,5-Bis(trifluoromethyl)phenyl]-3-{[5-{2-methoxy-5-[(2RS)-1,1,1-trifluoro-2-hydroxypropan-2-yl]pyridin-3-yl}-2-(methylsulfonyl)pyrimidin-4-yl]methyl}-4-methyl-1,3-oxazolidin-2-one). As a reaction SMILES: [S:1]([O-:6])(O[O-])(=O)=[O:2].[K+].[K+].[F:9][C:10]([F:53])([F:52])[C:11]1[CH:12]=[C:13]([C@H:21]2[O:25][C:24](=[O:26])[N:23]([CH2:27][C:28]3[C:33]([C:34]4[C:35]([O:47][CH3:48])=[N:36][CH:37]=[C:38]([C:40]([OH:46])([CH3:45])[C:41]([F:44])([F:43])[F:42])[CH:39]=4)=[CH:32][N:31]=[C:30](SC)[N:29]=3)[C@H:22]2[CH3:51])[CH:14]=[C:15]([C:17]([F:20])([F:19])[F:18])[CH:16]=1.[C:54](#N)C>O.C(OC)(C)(C)C>[F:20][C:17]([F:18])([F:19])[C:15]1[CH:14]=[C:13]([C@H:21]2[O:25][C:24](=[O:26])[N:23]([CH2:27][C:28]3[C:33]([C:34]4[C:35]([O:47][CH3:48])=[N:36][CH:37]=[C:38]([C:40]([OH:46])([CH3:45])[C:41]([F:44])([F:43])[F:42])[CH:39]=4)=[CH:32][N:31]=[C:30]([S:1]([CH3:54])(=[O:6])=[O:2])[N:29]=3)[C@H:22]2[CH3:51])[CH:12]=[C:11]([C:10]([F:53])([F:52])[F:9])[CH:16]=1 |f:0.1.2|. Reported procedure: Potassium peroxymonosulfate (528 mg, 0.859 mmol) was added (4S,5R)-5-[3,5-bis(trifluoromethyl)phenyl]-3-{[5-{2-methoxy-5-[(2RS)-1,1,1-trifluoro-2-hydroxypropan-2-yl]pyridin-3-yl}-2-(methylthio)pyrimidin-4-yl]methyl}-4-methyl-1,3-oxazolidin-2-one (Step A, 240 mg, 0.358 mmol) in acetonitrile (2 mL) and water (1 mL) and stirred for 1 hour at 60° C. (bath was turned off immediately and allowed to cool to 25° C. over 1 hour); LCMS showed complete conversion to product. The reaction was diluted with 2... Starting materials: FC=1C=C(C(=NC1)OC)[C@@H]1N(CCC1)C1=NC=2N(C=C1)N=CC2C(=O)NCCCNC(OC(C)(C)C)=O ((R)-tert-butyl 3-(5-(2-(5-fluoro-2-methoxypyridin-3-yl)pyrrolidin-1-yl)pyrazolo[1,5-a]pyrimidine-3-carboxamido)propylcarbamate), Cl (HCl). Reaction conditions: temperature 85 celsius. Yields the product NCCCNC(=O)C=1C=NN2C1N=C(C=C2)N2[C@H](CCC2)C=2C(NC=C(C2)F)=O ((R)—N-(3-aminopropyl)-5-(2-(5-fluoro-2-oxo-1,2-dihydropyridin-3-yl)pyrrolidin-1-yl)pyrazolo[1,5-a]pyrimidine-3-carboxamide). RXN SMILES: [F:1][C:2]1[CH:3]=[C:4]([C@H:10]2[CH2:14][CH2:13][CH2:12][N:11]2[C:15]2[CH:20]=[CH:19][N:18]3[N:21]=[CH:22][C:23]([C:24]([NH:26][CH2:27][CH2:28][CH2:29][NH:30]C(=O)OC(C)(C)C)=[O:25])=[C:17]3[N:16]=2)[C:5]([O:8]C)=[N:6][CH:7]=1.Cl>>[NH2:30][CH2:29][CH2:28][CH2:27][NH:26][C:24]([C:23]1[CH:22]=[N:21][N:18]2[CH:19]=[CH:20][C:15]([N:11]3[CH2:12][CH2:13][CH2:14][C@@H:10]3[C:4]3[C:5](=[O:8])[NH:6][CH:7]=[C:2]([F:1])[CH:3]=3)=[N:16][C:17]=12)=[O:25]. Procedure: A mixture of (R)-tert-butyl 3-(5-(2-(5-fluoro-2-methoxypyridin-3-yl)pyrrolidin-1-yl)pyrazolo[1,5-a]pyrimidine-3-carboxamido)propylcarbamate (Example 141, 70 mg, 0.14 mmol) and HCl (4 N dioxane, 1.7 mL, 6.8 mmol) in a pressure reaction tube was heated at 85° C. for 12 hours then concentrated under reduced pressure. The crude material was purified by reverse-phase chromatography (5 to 40% acetonitrile/water) to yield the final product as white solid. LCMS (apci) m/z=400.1 (M+H). The reactants are CC(=O)O, CS(=O)(=O)Cl, CO, N#Cc1ccc(NC2CCN(C(=O)NC3CC4CCC(C3)N4)C2)nc1, ClCCl. The product is CS(=O)(=O)N1C2CCC1CC(NC(=O)N1CCC(Nc3ccc(C#N)cn3)C1)C2. RXN SMILES: [C:34]([OH:35])(=[O:36])[CH3:37].[CH3:26][S:27]([Cl:28])(=[O:29])=[O:30].[CH3:38][OH:39].[CH:1]12[CH2:2][CH:3]([NH:9][C:10](=[O:11])[N:12]3[CH2:13][CH:14]([NH:17][c:18]4[n:19][cH:20][c:21]([C:24]#[N:25])[cH:22][cH:23]4)[CH2:15][CH2:16]3)[CH2:4][CH:5]([CH2:6][CH2:7]1)[NH:8]2.[Cl:31][CH2:32][Cl:33]>>[CH:1]12[CH2:2][CH:3]([NH:9][C:10](=[O:11])[N:12]3[CH2:13][CH:14]([NH:17][c:18]4[n:19][cH:20][c:21]([C:24]#[N:25])[cH:22][cH:23]4)[CH2:15][CH2:16]3)[CH2:4][CH:5]([CH2:6][CH2:7]1)[N:8]2[S:27]([CH3:26])(=[O:29])=[O:30]. Starting materials: C(C)(=O)O[BH-](OC(C)=O)OC(C)=O.[Na+] (sodium triacetoxyborohydride), C(=O)C1=CC=C(C=C1)C1=C(C=C(C=C1)CCC(=O)OCC)OCCCOC (Ethyl 3-[4′-formyl-2-(3-methoxypropoxy)biphenyl-4-yl]propanoate), C(C)(=O)O (acetic acid), C(C)(=O)N1CCNCC1 (N-acetylpiperazine), C([O-])(O)=O.[Na+] (sodium bicarbonate). Run in ClC(C)Cl (dichloroethane). Reaction conditions: time 8 hour. The product is C(C)(=O)N1CCN(CC1)CC1=CC=C(C=C1)C1=C(C=C(C=C1)CCC(=O)OCC)OCCCOC (Ethyl 3-{4′-[(4-acetylpiperazin-1-yl)methyl]-2-(3-methoxypropoxy)biphenyl-4-yl}propanoate). The yield is 78.3%. Reaction SMILES: [CH:1]([C:3]1[CH:8]=[CH:7][C:6]([C:9]2[CH:14]=[CH:13][C:12]([CH2:15][CH2:16][C:17]([O:19][CH2:20][CH3:21])=[O:18])=[CH:11][C:10]=2[O:22][CH2:23][CH2:24][CH2:25][O:26][CH3:27])=[CH:5][CH:4]=1)=O.C(O)(=O)C.[C:32]([N:35]1[CH2:40][CH2:39][NH:38][CH2:37][CH2:36]1)(=[O:34])[CH3:33].C(O[BH-](OC(=O)C)OC(=O)C)(=O)C.[Na+].C(=O)(O)[O-].[Na+]>ClC(Cl)C>[C:32]([N:35]1[CH2:40][CH2:39][N:38]([CH2:1][C:3]2[CH:4]=[CH:5][C:6]([C:9]3[CH:14]=[CH:13][C:12]([CH2:15][CH2:16][C:17]([O:19][CH2:20][CH3:21])=[O:18])=[CH:11][C:10]=3[O:22][CH2:23][CH2:24][CH2:25][O:26][CH3:27])=[CH:7][CH:8]=2)[CH2:37][CH2:36]1)(=[O:34])[CH3:33] |f:3.4,5.6|. Procedure: Ethyl 3-[4′-formyl-2-(3-methoxypropoxy)biphenyl-4-yl]propanoate (1 g, 2.7 mmol) was dissolved in dichloroethane (20 mL). At 0° C., acetic acid (0.02 mL, 0.4 mmol) was added, followed by N-acetylpiperazine (0.38 g, 3 mmol) and sodium triacetoxyborohydride (0.86 g, 4 mmol) portionwise. The mixture was stirred at room temperature overnight. At 0° C., saturated aqueous sodium bicarbonate was added. The aqueous layer was extracted three times with dichloromethane. The combined organic layers were was...